This data is from the Open Reaction Database (ORD), a public repository of structured organic reaction records. The task is: describe an organic reaction: reactants, conditions, products, and yield Starting materials: [BH4-].[Na+] (NaBH4), C[O-].[Na+] (sodium methoxide), C=O (paraformaldehyde), CN1CCC(CC1)OC1=CC=CC(=N1)N (6-(1-methyl-piperidin-4-yloxy)-pyridin-2-ylamine), [OH-].[K+] (KOH). The solvent is CO (methanol). Product: CNC1=NC(=CC=C1)OC1CCN(CC1)C (methyl-[6-(1-methyl-piperidin-4-yloxy)-pyridin-2-yl]-amine). Isolated yield 83.1%. RXN SMILES: [CH3:1][O-].[Na+].C=O.[CH3:6][N:7]1[CH2:12][CH2:11][CH:10]([O:13][C:14]2[N:19]=[C:18]([NH2:20])[CH:17]=[CH:16][CH:15]=2)[CH2:9][CH2:8]1.[BH4-].[Na+].[OH-].[K+]>CO>[CH3:1][NH:20][C:18]1[CH:17]=[CH:16][CH:15]=[C:14]([O:13][CH:10]2[CH2:9][CH2:8][N:7]([CH3:6])[CH2:12][CH2:11]2)[N:19]=1 |f:0.1,4.5,6.7|. Procedure: Combine sodium methoxide (290 mg, 5.38 mmol), paraformaldehyde (94 mg, 3.13 mmol), 6-(1-methyl-piperidin-4-yloxy)-pyridin-2-ylamine (preparation 60, 260 mg, 1.25 mmol) and methanol (5 mL), heat at 50° C. for 20 hr. Add NaBH4 (85 mg, 2.25 mmol), beat at reflux for 1.5 hr. Then add 1.0N KOH solution (2 mL), beat at reflux for 2 hr. Partition between water and CH2Cl2, extract aqueous phase with CH2Cl2. Combine organic layers, dry over Na2SO4, filter and concentrate to give a residue. Chromatography... The reactants are C=1C=CC(=C(C1)C2=C3C=CC(=O)C=C3OC4=C2C=CC(=C4)O)C(=O)O (fluorescein), COCCl (chloromethyl methyl ether), ice. Run in CS(=O)(=O)O (methanesulfonic acid). Reaction conditions: time 48 hour. The product is OCC1=C(C=CC=2C3(C4=CC=C(C=C4OC12)O)OC(C1=CC=CC=C13)=O)O (rac-4'-(hydroxymethyl)-3',6'-dihydroxyspiro-[isobenzofuran-1(3H),9'-[9H]xanthen]-3-one). Isolated yield 36.8%. As a reaction SMILES: [CH:1]1[CH:2]=[CH:3][C:4]([C:23]([OH:25])=[O:24])=[C:5]([C:7]2[C:17]3[CH:18]=[CH:19][C:20]([OH:22])=[CH:21][C:16]=3[O:15][C:14]3[C:8]=2[CH:9]=[CH:10][C:11]([CH:13]=3)=[O:12])[CH:6]=1.[CH3:26][O:27]CCl>CS(O)(=O)=O>[OH:27][CH2:26][C:13]1[C:14]2[O:15][C:16]3[C:17](=[CH:18][CH:19]=[C:20]([OH:22])[CH:21]=3)[C:7]3([C:5]4[C:4](=[CH:3][CH:2]=[CH:1][CH:6]=4)[C:23](=[O:25])[O:24]3)[C:8]=2[CH:9]=[CH:10][C:11]=1[OH:12]. Procedure: To a solution of 50 mg (0.15 mmol) of fluorescein in 0.3 mL of methanesulfonic acid was added 13 μL (0.16 mmol) of chloromethyl methyl ether at room temperature. The mixture was stirred at room temperature for 48 hours. The reaction mixture was poured into 10 mL of ice-cold water. A yellow-orange solid precipitated out and was filtered. The crude product was purified by preparative thin layer chromatography (silica gel, 2 mm) using 8:1:1 chloroform:methanol:toluene to yield 20 mg (37%) of rac-4'... Reactants: FC1CCCC(O1)(CCCCCC(C)C)OC1(OC(CCC1)F)CCCCCC(C)C (6-fluoro-6-methylheptyl-2-tetrahydropyranyl ether), C1(=CC=C(C=C1)S(=O)(=O)[O-])C.[NH+]1=CC=CC=C1 (pyridinium p-toluenesulfonate), CCO (EtOH). Reaction conditions: time 41 hour. The product is FC(CCCCCO)(C)C (6-fluoro-6-methyl -1-heptanol). RXN SMILES: [F:1]C1OC(OC2(CCCCCC(C)C)CCCC(F)O2)(CCCCCC(C)C)CCC1.[C:32]1([CH3:42])[CH:37]=C[C:35](S([O-])(=O)=O)=[CH:34][CH:33]=1.[NH+]1C=CC=CC=1.[CH3:49][CH2:50][OH:51]>>[F:1][C:32]([CH3:42])([CH3:37])[CH2:33][CH2:34][CH2:35][CH2:49][CH2:50][OH:51] |f:1.2|. Reported procedure: A stirred solution of the product from Step I (3.34 g, 0.0144 mol) in absolute EtOH was treated with pyridinium p-toluenesulfonate (0.47 g, 0.00187 mol) and kept under nitrogen at ambient temperature for 41 hours. The mixture was concentrated and the residue, dissolved in EtOAc, was washed with aqueous NaHCO3 and brine, dried (MgSO4) and concentrated. The residue was chromatographed on silica gel with 5 to 20% EtOAc-hexane to give 1.86 g of 6-fluoro-6-methyl -1-heptanol. The reactants are [H-].[Al+3].[Li+].[H-].[H-].[H-] (lithium aluminium hydride), [N+](=O)([O-])C1=C(C=C(C=C1)N[C@@H]1CC[C@H](CC1)C(=O)O)C(F)(F)F (Trans-4-(4-nitro-3-trifluoromethyl-phenylamino)-cyclohexanecarboxylic acid), Cl (HCl). The solvent is O1CCCC1 (tetrahydrofuran), C(C)(=O)OCC (ethyl acetate), O1CCCC1 (tetrahydrofuran). Conditions: temperature 0 celsius. The product is [N+](=O)([O-])C1=C(C=C(C=C1)N[C@@H]1CC[C@H](CC1)CO)C(F)(F)F ([trans-4-(4-nitro-3-trifluoromethyl-phenylamino)-cyclohexyl]-methanol), solid. Yield: 83.0%. RXN SMILES: [N+:1]([C:4]1[CH:9]=[CH:8][C:7]([NH:10][C@H:11]2[CH2:16][CH2:15][C@H:14]([C:17](O)=[O:18])[CH2:13][CH2:12]2)=[CH:6][C:5]=1[C:20]([F:23])([F:22])[F:21])([O-:3])=[O:2].[H-].[Al+3].[Li+].[H-].[H-].[H-].Cl>O1CCCC1.C(OCC)(=O)C>[N+:1]([C:4]1[CH:9]=[CH:8][C:7]([NH:10][C@H:11]2[CH2:12][CH2:13][C@H:14]([CH2:17][OH:18])[CH2:15][CH2:16]2)=[CH:6][C:5]=1[C:20]([F:21])([F:22])[F:23])([O-:3])=[O:2] |f:1.2.3.4.5.6|. Procedure details: Trans-4-(4-nitro-3-trifluoromethyl-phenylamino)-cyclohexanecarboxylic acid (1.63 g, 4.9 mmol, prepared in accordance with Example 42) was suspended in tetrahydrofuran (40 mL). The resulting suspension was cooled to 0° C. with an ice bath. Afterward, a solution of lithium aluminium hydride in tetrahydrofuran (4.9 mL, 1 M in THF) was added under stirring. The resulting solution was allowed to reach room temperature, and then sonicated for 3 hr. After allowing the mixture to react overnight at room...